Dataset: the Open Reaction Database (ORD), a public repository of structured organic reaction records. Task: describe an organic reaction: reactants, conditions, products, and yield Reactants: [BH4-], CCO, [Na+], O=CCC1CCCCO1. Yields the product OCCC1CCCCO1. As a reaction SMILES: [BH4-:10].[CH3:12][CH2:13][OH:14].[Na+:11].[O:1]1[CH:2]([CH2:7][CH:8]=[O:9])[CH2:3][CH2:4][CH2:5][CH2:6]1>>[O:1]1[CH:2]([CH2:7][CH2:8][OH:9])[CH2:3][CH2:4][CH2:5][CH2:6]1. The reactants are BrC1=CC=C(C=C1)C1=C(C(=NO1)C)CN(CCC1=CC=CC=C1)C ([5-(4-bromo-phenyl)-3-methyl-isoxazol-4-ylmethyl]-methyl-phenethyl-amine), C(C)OC(=O)C1(CC1)C1=CC=C(C=C1)B1OC(C(O1)(C)C)(C)C (1-[4-(4,4,5,5-tetramethyl-[1,3,2]dioxaborolan-2-yl)-phenyl]-cyclopropanecarboxylic acid ethyl ester). Product: C(C)OC(=O)C1(CC1)C1=CC=C(C=C1)C1=CC=C(C=C1)C1=C(C(=NO1)C)CN(CCC1=CC=CC=C1)C (1-(4′-{3-Methyl-4-[(methyl-phenethyl-amino)-methyl]-isoxazol-5-yl}-biphenyl-4-yl)-cyclopropanecarboxylic acid ethyl ester). As a reaction SMILES: Br[C:2]1[CH:7]=[CH:6][C:5]([C:8]2[O:12][N:11]=[C:10]([CH3:13])[C:9]=2[CH2:14][N:15]([CH3:24])[CH2:16][CH2:17][C:18]2[CH:23]=[CH:22][CH:21]=[CH:20][CH:19]=2)=[CH:4][CH:3]=1.[CH2:25]([O:27][C:28]([C:30]1([C:33]2[CH:38]=[CH:37][C:36](B3OC(C)(C)C(C)(C)O3)=[CH:35][CH:34]=2)[CH2:32][CH2:31]1)=[O:29])[CH3:26]>>[CH2:25]([O:27][C:28]([C:30]1([C:33]2[CH:38]=[CH:37][C:36]([C:2]3[CH:7]=[CH:6][C:5]([C:8]4[O:12][N:11]=[C:10]([CH3:13])[C:9]=4[CH2:14][N:15]([CH3:24])[CH2:16][CH2:17][C:18]4[CH:23]=[CH:22][CH:21]=[CH:20][CH:19]=4)=[CH:4][CH:3]=3)=[CH:35][CH:34]=2)[CH2:31][CH2:32]1)=[O:29])[CH3:26]. Reported procedure: Prepared according to the procedure described in Example 3, Step 5, using [5-(4-bromo-phenyl)-3-methyl-isoxazol-4-ylmethyl]-methyl-phenethyl-amine and 1-[4-(4,4,5,5-tetramethyl-[1,3,2]dioxaborolan-2-yl)-phenyl]-cyclopropanecarboxylic acid ethyl ester. The reactants are CC(C)=O, Cl, [Na+], [OH-], CCOC(=O)c1cc(=O)c2c(OCC(O)CSC)cccc2o1. The product is CSCC(O)COc1cccc2oc(C(=O)O)cc(=O)c12. As a reaction SMILES: [CH3:27][C:28](=[O:29])[CH3:30].[ClH:26].[Na+:25].[OH-:24].[OH:1][CH:2]([CH2:3][O:4][c:5]1[c:6]2[c:7](=[O:20])[cH:8][c:9]([C:15](=[O:16])[O:17][CH2:18][CH3:19])[o:10][c:11]2[cH:12][cH:13][cH:14]1)[CH2:21][S:22][CH3:23]>>[OH:1][CH:2]([CH2:3][O:4][c:5]1[c:6]2[c:7](=[O:20])[cH:8][c:9]([C:15](=[O:16])[OH:17])[o:10][c:11]2[cH:12][cH:13][cH:14]1)[CH2:21][S:22][CH3:23]. The reactants are CC(C)([O-])C.[K+] (Potassium t-butoxide), OC1=C(SC(=C1)C1=CC=CC=C1)C(=O)OC (Methyl 3-hydroxy-5-phenyl-2-thiophenecarboxylate), BrC(C)C (2-bromopropane). Run in CS(=O)C (dimethylsulfoxide). Conditions: temperature 80 celsius. Yields the product CC(C)OC1=C(SC(=C1)C1=CC=CC=C1)C(=O)OC (Methyl 3-(1-methylethoxy)-5-phenyl-2-thiophenecarboxylate). Yield: 94.1%. Reaction SMILES: [OH:1][C:2]1[CH:6]=[C:5]([C:7]2[CH:12]=[CH:11][CH:10]=[CH:9][CH:8]=2)[S:4][C:3]=1[C:13]([O:15][CH3:16])=[O:14].[CH3:17][C:18](C)([O-])[CH3:19].[K+].BrC(C)C>CS(C)=O>[CH3:17][CH:18]([O:1][C:2]1[CH:6]=[C:5]([C:7]2[CH:12]=[CH:11][CH:10]=[CH:9][CH:8]=2)[S:4][C:3]=1[C:13]([O:15][CH3:16])=[O:14])[CH3:19] |f:1.2|. Procedure: Methyl 3-hydroxy-5-phenyl-2-thiophenecarboxylate (20.0 g, 85 mmoles) is dissolved in dimethylsulfoxide (80 mL) under argon and cooled in an ice bath. Potassium t-butoxide (10.1 g, 90 mmoles) is added, followed after 25 minutes by 2-bromopropane (22.1 g, 180 mmoles), and the ice bath is removed. After 24 hours the mixture is heated to 80° C. for 1 hour, then poured into ice water (500 mL), stirred, and acidified with concentrated HCl. The mixture is extracted with dichloromethane (3×200 mL) and t... Reactants: CS(=O)(=O)N1CC(CCC1)C(C1=C(C=CC=C1)Br)OCCCOC (1-methanesulfonyl-3-((3-methoxypropoxy)(2-bromophenyl)methyl)piperidine), C(=O)([O-])[O-].[Cs+].[Cs+] (Cs2CO3), C1(=CC=CC=C1)B(O)O (phenylboronic acid). The reagents and catalysts are C1=CC=C(C=C1)P([C-]2C=CC=C2)C3=CC=CC=C3.C1=CC=C(C=C1)P([C-]2C=CC=C2)C3=CC=CC=C3.Cl[Pd]Cl.[Fe+2] (PdCl2(dppf)). Run in O1CCOCC1 (1,4-dioxane). Conditions: temperature 120 celsius. The product is C1(=C(C=CC=C1)C(C1CN(CCC1)S(=O)(=O)C)OCCCOC)C1=CC=CC=C1 (3-(Biphenyl-2-yl(3-methoxypropoxy)methyl)-1-(methylsulfonyl)piperidine), solid. The yield is 91.0%. As a reaction SMILES: [CH3:1][S:2]([N:5]1[CH2:10][CH2:9][CH2:8][CH:7]([CH:11]([O:19][CH2:20][CH2:21][CH2:22][O:23][CH3:24])[C:12]2[CH:17]=[CH:16][CH:15]=[CH:14][C:13]=2Br)[CH2:6]1)(=[O:4])=[O:3].C([O-])([O-])=O.[Cs+].[Cs+].[C:31]1(B(O)O)[CH:36]=[CH:35][CH:34]=[CH:33][CH:32]=1>C1C=CC(P(C2C=CC=CC=2)[C-]2C=CC=C2)=CC=1.C1C=CC(P(C2C=CC=CC=2)[C-]2C=CC=C2)=CC=1.Cl[Pd]Cl.[Fe+2].O1CCOCC1>[C:13]1([C:31]2[CH:36]=[CH:35][CH:34]=[CH:33][CH:32]=2)[CH:14]=[CH:15][CH:16]=[CH:17][C:12]=1[CH:11]([O:19][CH2:20][CH2:21][CH2:22][O:23][CH3:24])[CH:7]1[CH2:8][CH2:9][CH2:10][N:5]([S:2]([CH3:1])(=[O:4])=[O:3])[CH2:6]1 |f:1.2.3,5.6.7.8|. Procedure details: A tube designed for a microwave reactor was charged with 1-methanesulfonyl-3-((3-methoxypropoxy)(2-bromophenyl)methyl)piperidine (200 mg, 0.0.476 mmol, 1.0 equiv), PdCl2(dppf) (21 mg, 0.0.238 mmol, 0.05 equiv), Cs2CO3 (511 mg, 1.57 mmol, 3.3 equiv), phenylboronic acid (87 mg, 0.714 mmol, 1.5 equiv) and 4 mL of 1,4-dioxane. The tube was sealed and the resulting yellow solution degassed by three evacuates/N2 backfill cycles, then placed in a microwave reactor and heated to 120° C. for 15 min. The ... Starting materials: C(C)(C)(C)OC(NC1=NC=CC(=C1)CC(C1=CC=C(C=C1)C)O)=O ([4-(2-hydroxy-2-p-tolyl-ethyl)-pyridin-2-yl]-carbamic acid tert-butyl ester), FC(C(=O)O)(F)F (trifluoroacetic acid), C(=O)(O)[O-].[Na+] (NaHCO3). The solvent is C(Cl)Cl (DCM). Run at time 30 minute. The product is NC1=NC=CC(=C1)CC(O)C1=CC=C(C=C1)C (2-(2-Amino-pyridin-4-yl)-1-p-tolyl-ethanol). The yield is 73.0%. RXN SMILES: C(OC(=O)[NH:7][C:8]1[CH:13]=[C:12]([CH2:14][CH:15]([OH:23])[C:16]2[CH:21]=[CH:20][C:19]([CH3:22])=[CH:18][CH:17]=2)[CH:11]=[CH:10][N:9]=1)(C)(C)C.FC(F)(F)C(O)=O.C([O-])(O)=O.[Na+]>C(Cl)Cl>[NH2:7][C:8]1[CH:13]=[C:12]([CH2:14][CH:15]([C:16]2[CH:17]=[CH:18][C:19]([CH3:22])=[CH:20][CH:21]=2)[OH:23])[CH:11]=[CH:10][N:9]=1 |f:2.3|. Procedure: To the solution of [4-(2-hydroxy-2-p-tolyl-ethyl)-pyridin-2-yl]-carbamic acid tert-butyl ester (80 mg, 0.24 mmol) in DCM (2 mL) is added trifluoroacetic acid (0.5 mL). The mixture is stirred for 30 min at room temperature. Then saturated NaHCO3 aquaous solution (10 mL) is added slowly and the resulting mixture is extracted with DCM (2×10 mL). All the organic layers are combined and concentrated. The crude is purified by silica flash column chromatography eluting with EtOAc in Heptane (gradient f...